From a dataset of the Open Reaction Database (ORD), a public repository of structured organic reaction records. describe an organic reaction: reactants, conditions, products, and yield The reactants are COC=1C=C2C(=C3N(C2=CC1)CCCC3=O)C (6,7,8,9-Tetrahydro-2-methoxy-10-methylpyrido[1,2-a]indol-9-one), Cl.NO (Hydroxylamine hydrochloride). The solvent is N1=CC=CC=C1 (pyridine). Yields the product COC=1C=C2C(=C3N(C2=CC1)CCCC3=NO)C (6,7,8,9-Tetrahydro-2-methoxy-10 -methylpyrido[1,2-a]indol-9-one Oxime). The yield is 94.2%. As a reaction SMILES: [CH3:1][O:2][C:3]1[CH:4]=[C:5]2[C:9](=[CH:10][CH:11]=1)[N:8]1[CH2:12][CH2:13][CH2:14][C:15](=O)[C:7]1=[C:6]2[CH3:17].Cl.[NH2:19][OH:20]>N1C=CC=CC=1>[CH3:1][O:2][C:3]1[CH:4]=[C:5]2[C:9](=[CH:10][CH:11]=1)[N:8]1[CH2:12][CH2:13][CH2:14][C:15](=[N:19][OH:20])[C:7]1=[C:6]2[CH3:17] |f:1.2|. Reported procedure: 6,7,8,9-Tetrahydro-2-methoxy-10-methylpyrido[1,2-a]indol-9-one, (9.16 g, 0.04 mol, described in Example 15, Step 2), was dissolved in pyridine (180 mL). Hydroxylamine hydrochloride (5.56 g, 0.08 mol) was added and the resulting solution refluxed for 90 minutes. The reaction mixture was concentrated in vacuo to ~15 mL, water (200 mL) was added and the product was extracted with ether (2×50 mL). The combined organic extracts were washed with water (100 mL), 5% hydrochloric acid (50 mL), 10% aqueou... The reactants are C(C)(=O)C1=C(C=CC(=C1)OCCCC)OCCCC (2-acetyl-1,4-di-n-butoxybenzene), C(C)(=O)OCC (ethyl acetate), 40, C(C)(=O)OO (peracetic acid). The solvent is O (water). Run at temperature 40 celsius, time 18 hour. Product: 53.0, C(C)(=O)OC1=C(C=CC(=C1)OCCCC)OCCCC (2-acetoxy-1,4-di-n-butoxybenzene). RXN SMILES: C([C:4]1[CH:9]=[C:8]([O:10][CH2:11][CH2:12][CH2:13][CH3:14])[CH:7]=[CH:6][C:5]=1[O:15][CH2:16][CH2:17][CH2:18][CH3:19])(=O)C.[C:20]([O:23]CC)(=[O:22])[CH3:21].C(OO)(=O)C>O>[C:20]([O:23][C:4]1[CH:9]=[C:8]([O:10][CH2:11][CH2:12][CH2:13][CH3:14])[CH:7]=[CH:6][C:5]=1[O:15][CH2:16][CH2:17][CH2:18][CH3:19])(=[O:22])[CH3:21]. Procedure details: Next, 67.1 [g] of 2-acetyl-1,4-di-n-butoxybenzene was added to 54 [ml] of ethyl acetate, 83 [ml] of 40 [wt %] peracetic acid was dripped in at 40° C., and the reaction was carried out while stirring at 40° C. for 18 hours. The reaction liquor was poured into 700 [ml] of water at room temperature, and extracted twice with 300 [ml] of ethyl acetate. The extraction solvent (i.e. the ethyl acetate solution) was washed with water, and concentrated by evaporating off the ethyl acetate solvent under re... Starting materials: C(C=C)#N (Acrylonitrile), C1(CCCCC1)C1CCNCC1 (4-cyclohexylpiperidine). Yield: 91.7%. Reported procedure: Acrylonitrile (4.16 mL, 63.1 mmol, 2.50 equiv) was-added at 0° C. to a solution of 4-cyclohexylpiperidine (4.20 g, 25.3 mmol, 1.00 equiv) in EtOH (50 mL) and the resulting solution was stirred for 1.5 hours at room temperature. The solvent was removed to give 5.11 g (92%) of white solid, which was characterized spectroscopically and used without purification for the next reaction. Conditions: time 1.5 hour. Yields the product C1(CCCCC1)C1CCN(CC1)CCC#N (3-(4-Cyclohexylpiperidin-1-yl)propionitrile). Run in CCO (EtOH). Reaction SMILES: [C:1](#[N:4])[CH:2]=[CH2:3].[CH:5]1([CH:11]2[CH2:16][CH2:15][NH:14][CH2:13][CH2:12]2)[CH2:10][CH2:9][CH2:8][CH2:7][CH2:6]1>CCO>[CH:5]1([CH:11]2[CH2:12][CH2:13][N:14]([CH2:3][CH2:2][C:1]#[N:4])[CH2:15][CH2:16]2)[CH2:6][CH2:7][CH2:8][CH2:9][CH2:10]1. Starting materials: ClC1=C(N(C(C(=N1)NC[C@@H]1N(CCC1)CC1CC1)=O)CC(=O)OCC1=CC=CC=C1)C (benzyl 2-[3-chloro-5-({[(2R)-1-(cyclopropylmethyl)pyrrolidinyl]methyl}amino)-2-methyl-6-oxo-1(6H)-pyrazinyl]acetate). The reagents and catalysts are [OH-].[Pd+2].[OH-] (palladium hydroxide). The product is Cl.C1(CC1)CN1[C@H](CCC1)CNC=1C(N(C(=CN1)C)CC(=O)O)=O (2-[3-({[(2R)-1-(cyclopropylmethyl)pyrrolidinyl]methyl}amino)-6-methyl-2-oxo-1(2H)-pyrazinyl]acetic acid hydrochloride), product. Reaction SMILES: [Cl:1][C:2]1[N:7]=[C:6]([NH:8][CH2:9][C@H:10]2[CH2:14][CH2:13][CH2:12][N:11]2[CH2:15][CH:16]2[CH2:18][CH2:17]2)[C:5](=[O:19])[N:4]([CH2:20][C:21]([O:23]CC2C=CC=CC=2)=[O:22])[C:3]=1[CH3:31]>[OH-].[Pd+2].[OH-]>[ClH:1].[CH:16]1([CH2:15][N:11]2[CH2:12][CH2:13][CH2:14][C@@H:10]2[CH2:9][NH:8][C:6]2[C:5](=[O:19])[N:4]([CH2:20][C:21]([OH:23])=[O:22])[C:3]([CH3:31])=[CH:2][N:7]=2)[CH2:17][CH2:18]1 |f:1.2.3,4.5|. Procedure: The title compound was prepared by a similar method to preparation 44 from benzyl 2-[3-chloro-5-({[(2R)-1-(cyclopropylmethyl)pyrrolidinyl]methyl}amino)-2-methyl-6-oxo-1(6H)-pyrazinyl]acetate [see preparation 47] and palladium hydroxide to afford the product as a oil, 352 mg, (100%).